This data is from the Open Reaction Database (ORD), a public repository of structured organic reaction records. The task is: describe an organic reaction: reactants, conditions, products, and yield Reactants: O=c1cc(O)c2cc(Br)ccc2o1, ClC(Cl)Cl, O=[N+]([O-])O. The product is O=c1oc2ccc(Br)cc2c(O)c1[N+](=O)[O-]. RXN SMILES: [Br:5][c:6]1[cH:7][c:8]2[c:9]([OH:17])[cH:10][c:11](=[O:16])[o:12][c:13]2[cH:14][cH:15]1.[CH:18]([Cl:19])([Cl:20])[Cl:21].[OH:1][N+:2]([O-:3])=[O:4]>>[O-:1][N+:2](=[O:4])[c:10]1[c:9]([OH:17])[c:8]2[cH:7][c:6]([Br:5])[cH:15][cH:14][c:13]2[o:12][c:11]1=[O:16]. Starting materials: C(C1=CC=CC=C1)N1C(NC(=CC1=O)Cl)=O (3-benzyl-6-chloropyrimidine-2,4(1H,3H)-dione), BrCC1=CC=C(C=C1)C1=C(C=CC=C1)C1=NN=NN1C(C1=CC=CC=C1)(C1=CC=CC=C1)C1=CC=CC=C1 (4-bromomethyl-2'-(N-trityltetrazol-5-yl)biphenyl), C([O-])([O-])=O.[K+].[K+] (potassium carbonate). The solvent is CN(C)C=O (DMF). Reaction conditions: time 24 hour. Yields the product C(C1=CC=CC=C1)N1C(N(C(=CC1=O)Cl)CC1=CC=C(C=C1)C1=C(C=CC=C1)C1=NN=NN1C(C1=CC=CC=C1)(C1=CC=CC=C1)C1=CC=CC=C1)=O (3-Benzyl-6-chloro-1-[[2'-(N-trityltetrazol-5-yl)biphenyl-4-yl]methyl]pyrimidine-2,4(1H,3H)-dione). Yield: 53.1%. RXN SMILES: [CH2:1]([N:8]1[C:13](=[O:14])[CH:12]=[C:11]([Cl:15])[NH:10][C:9]1=[O:16])[C:2]1[CH:7]=[CH:6][CH:5]=[CH:4][CH:3]=1.Br[CH2:18][C:19]1[CH:24]=[CH:23][C:22]([C:25]2[CH:30]=[CH:29][CH:28]=[CH:27][C:26]=2[C:31]2[N:35]([C:36]([C:49]3[CH:54]=[CH:53][CH:52]=[CH:51][CH:50]=3)([C:43]3[CH:48]=[CH:47][CH:46]=[CH:45][CH:44]=3)[C:37]3[CH:42]=[CH:41][CH:40]=[CH:39][CH:38]=3)[N:34]=[N:33][N:32]=2)=[CH:21][CH:20]=1.C(=O)([O-])[O-].[K+].[K+]>CN(C=O)C>[CH2:1]([N:8]1[C:13](=[O:14])[CH:12]=[C:11]([Cl:15])[N:10]([CH2:18][C:19]2[CH:20]=[CH:21][C:22]([C:25]3[CH:30]=[CH:29][CH:28]=[CH:27][C:26]=3[C:31]3[N:35]([C:36]([C:49]4[CH:54]=[CH:53][CH:52]=[CH:51][CH:50]=4)([C:43]4[CH:44]=[CH:45][CH:46]=[CH:47][CH:48]=4)[C:37]4[CH:42]=[CH:41][CH:40]=[CH:39][CH:38]=4)[N:34]=[N:33][N:32]=3)=[CH:23][CH:24]=2)[C:9]1=[O:16])[C:2]1[CH:7]=[CH:6][CH:5]=[CH:4][CH:3]=1 |f:2.3.4|. Procedure details: A mixture of 3-benzyl-6-chloropyrimidine-2,4(1H,3H)-dione (0.5 g), 4-bromomethyl-2'-(N-trityltetrazol-5-yl)biphenyl (1.24 g) and potassium carbonate (0.36 g) in DMF (20 ml) was stirred at room temperature for 24 hours. The reaction mixture was concentrated to dryness in vacuo and then the residue was dissolved in methylene chloride. The insoluble material was removed from the reaction mixture by filtration and the filtrate was concentrated to dryness. The resulting residue was purified by column...